Dataset: the Open Reaction Database (ORD), a public repository of structured organic reaction records. Task: describe an organic reaction: reactants, conditions, products, and yield Starting materials: COc1cc(F)c(F)cc1OCCN=[N+]=[N-], C1CCOC1, O, c1ccc(P(c2ccccc2)c2ccccc2)cc1. The product is COc1cc(F)c(F)cc1OCCN. RXN SMILES: [CH3:1][O:2][c:3]1[c:4]([O:5][CH2:6][CH2:7][N:8]=[N+:9]=[N-:10])[cH:11][c:12]([F:16])[c:13]([F:15])[cH:14]1.[O:37]1[CH2:38][CH2:39][CH2:40][CH2:41]1.[OH2:36].[c:17]1([P:18]([c:19]2[cH:20][cH:21][cH:22][cH:23][cH:24]2)[c:25]2[cH:26][cH:27][cH:28][cH:29][cH:30]2)[cH:31][cH:32][cH:33][cH:34][cH:35]1>>[CH3:1][O:2][c:3]1[c:4]([O:5][CH2:6][CH2:7][NH2:8])[cH:11][c:12]([F:16])[c:13]([F:15])[cH:14]1. The reactants are C[S-].[Na+] (sodium thiomethoxide), CS(=O)(=O)OCC1=C(C(=CC(=C1)C(C)(C)C)[N+](=O)[O-])OC (5-tert-butyl-2-methoxy-3-nitro-benzyl methanesulphonate). Solvent: O1CCOCC1 (1,4-dioxane). Run at temperature 40 celsius, time 8 hour. The product is C(C)(C)(C)C=1C=C(C(=C(C1)CSC)OC)[N+](=O)[O-] (5-tert-butyl-2-methoxy-1-methylsulphanylmethyl-3-nitro-benzene). Reaction SMILES: [CH3:1][S-:2].[Na+].CS(O[CH2:9][C:10]1[CH:15]=[C:14]([C:16]([CH3:19])([CH3:18])[CH3:17])[CH:13]=[C:12]([N+:20]([O-:22])=[O:21])[C:11]=1[O:23][CH3:24])(=O)=O>O1CCOCC1>[C:16]([C:14]1[CH:13]=[C:12]([N+:20]([O-:22])=[O:21])[C:11]([O:23][CH3:24])=[C:10]([CH2:9][S:2][CH3:1])[CH:15]=1)([CH3:17])([CH3:18])[CH3:19] |f:0.1|. Reported procedure: At ambient temperature 1.50 g sodium thiomethoxide are added to a solution of 4.64 g 5-tert-butyl-2-methoxy-3-nitro-benzyl methanesulphonate in 50 ml of 1,4-dioxane. The solution is stirred overnight at 40° C. Then the solvent is removed and the residue is chromatographed on silica gel with cyclohexane/ethyl acetate (98:2→60:40) as eluant. Starting materials: CCC(c1ccc(Br)cc1)N1CCC(CC)(c2ccccc2)OC1=O, Cn1ccc(I)cc1=O. Product: CCC(c1ccc(-c2ccn(C)c(=O)c2)cc1)N1CCC(CC)(c2ccccc2)OC1=O. RXN SMILES: [Br:1][c:2]1[cH:3][cH:4][c:5]([CH:8]([CH2:9][CH3:10])[N:11]2[C:12](=[O:25])[O:13][C:14]([c:17]3[cH:18][cH:19][cH:20][cH:21][cH:22]3)([CH2:23][CH3:24])[CH2:15][CH2:16]2)[cH:6][cH:7]1.[I:26][c:27]1[cH:28][c:29](=[O:34])[n:30]([CH3:33])[cH:31][cH:32]1>>[c:2]1(-[c:27]2[cH:28][c:29](=[O:34])[n:30]([CH3:33])[cH:31][cH:32]2)[cH:3][cH:4][c:5]([CH:8]([CH2:9][CH3:10])[N:11]2[C:12](=[O:25])[O:13][C:14]([c:17]3[cH:18][cH:19][cH:20][cH:21][cH:22]3)([CH2:23][CH3:24])[CH2:15][CH2:16]2)[cH:6][cH:7]1. Yields the product O=c1[nH]c2cc(C(F)(F)F)c(Cl)c(Cl)c2[nH]c1=O. Reaction SMILES: [ClH:23].[Cu:30][Cl:31].[N:19]([O-:20])=[O:21].[NH2:1][c:2]1[c:3]([Cl:18])[c:4]2[nH:5][c:6](=[O:17])[c:7](=[O:16])[nH:8][c:9]2[cH:10][c:11]1[C:12]([F:13])([F:14])[F:15].[Na+:22].[OH2:29].[S:24](=[O:25])(=[O:26])([OH:27])[OH:28]>>[c:2]1([Cl:23])[c:3]([Cl:18])[c:4]2[nH:5][c:6](=[O:17])[c:7](=[O:16])[nH:8][c:9]2[cH:10][c:11]1[C:12]([F:13])([F:14])[F:15]. The reactants are Cl, Cl[Cu], O=N[O-], Nc1c(C(F)(F)F)cc2[nH]c(=O)c(=O)[nH]c2c1Cl, [Na+], O, O=S(=O)(O)O.